From a dataset of the Open Reaction Database (ORD), a public repository of structured organic reaction records. describe an organic reaction: reactants, conditions, products, and yield The reactants are OC=1C=C(C=C(C(=O)OC)C1)C(=O)OC (dimethyl 5-hydroxyisophthalate), C(C1=CC=CC=C1)Br (benzylbromide), C(=O)([O-])[O-].[K+].[K+] (K2CO3), CC(=O)C (acetone). Run in C1CCCCC1 (cyclohexane). Product: C(C1=CC=CC=C1)OC=1C=C(C=C(C(=O)OC)C1)C(=O)OC (Dimethyl 5-benzyloxyisophthalate). As a reaction SMILES: [OH:1][C:2]1[CH:3]=[C:4]([C:12]([O:14][CH3:15])=[O:13])[CH:5]=[C:6]([CH:11]=1)[C:7]([O:9][CH3:10])=[O:8].[CH2:16](Br)[C:17]1[CH:22]=[CH:21][CH:20]=[CH:19][CH:18]=1.C([O-])([O-])=O.[K+].[K+].CC(C)=O>C1CCCCC1>[CH2:16]([O:1][C:2]1[CH:11]=[C:6]([C:7]([O:9][CH3:10])=[O:8])[CH:5]=[C:4]([CH:3]=1)[C:12]([O:14][CH3:15])=[O:13])[C:17]1[CH:22]=[CH:21][CH:20]=[CH:19][CH:18]=1 |f:2.3.4|. Procedure details: A mixture of 156 g (0.743 mole) of dimethyl 5-hydroxyisophthalate, 171 g (1 mole) of benzylbromide and 138 g (1 mole) of K2CO3 in 1 l. of acetone was refluxed for 18 hours. The reaction mixture was evaporated to a residue which was extracted with hot cyclohexane to give the crystalline product in a quantitive yield upon cooling. The analytical sample was obtained by recrystallization from cyclohexane, mp. 94-95° . Reaction SMILES: [Si:1]([O:8][C@H:9]([CH3:30])[C:10]#[C:11][C:12]([C:14]1[CH:19]=[CH:18][C:17]([NH:20][C:21]([C:23]2[CH:28]=[N:27][CH:26]=[CH:25][N:24]=2)=[O:22])=[CH:16][C:15]=1[F:29])=[O:13])([C:4]([CH3:7])([CH3:6])[CH3:5])([CH3:3])[CH3:2].[H][H]>[C].[Pd].O1CCCC1.C(O)C>[Si:1]([O:8][C@H:9]([CH3:30])[CH2:10][CH2:11][C:12]([C:14]1[CH:19]=[CH:18][C:17]([NH:20][C:21]([C:23]2[CH:28]=[N:27][CH:26]=[CH:25][N:24]=2)=[O:22])=[CH:16][C:15]=1[F:29])=[O:13])([C:4]([CH3:7])([CH3:5])[CH3:6])([CH3:2])[CH3:3] |f:2.3|. The solvent is O1CCCC1 (tetrahydrofuran), C(C)O (ethanol). Product: [Si](C)(C)(C(C)(C)C)O[C@@H](CCC(=O)C1=C(C=C(C=C1)NC(=O)C1=NC=CN=C1)F)C (N-(4-((4R)-4-((tert-butyl(dimethyl)silyl)oxy)-pentanoyl)-3-fluorophenyl)pyrazine-2-carboxamide). The reagents and catalysts are [C].[Pd] (palladium-carbon). Reported procedure: 100 mg of 10% palladium-carbon catalyst was added to a solution of 513 mg of N-(4-((4R)-4-((tert-butyl(dimethyl)silyl)oxy)-2-pentynoyl)-3-fluorophenyl)pyrazine-2-carboxamide in 5 ml of tetrahydrofuran and 20 ml of ethanol, and the reaction liquid was stirred in a hydrogen atmosphere for 1.5 hours. The catalyst was removed through filtration, the solvent was evaporated away under reduced pressure, and the resulting residue was purified through silica gel column chromatography (developing solvent:... Starting materials: [Si](C)(C)(C(C)(C)C)O[C@@H](C#CC(=O)C1=C(C=C(C=C1)NC(=O)C1=NC=CN=C1)F)C (N-(4-((4R)-4-((tert-butyl(dimethyl)silyl)oxy)-2-pentynoyl)-3-fluorophenyl)pyrazine-2-carboxamide), [H][H] (hydrogen).